From a dataset of the Open Reaction Database (ORD), a public repository of structured organic reaction records. describe an organic reaction: reactants, conditions, products, and yield Starting materials: CC(=O)OCc1ccc2sc(S(N)(=O)=O)cc2c1, CO, [K+], [OH-]. Product: NS(=O)(=O)c1cc2cc(CO)ccc2s1. Reaction SMILES: [C:1](=[O:2])([CH3:3])[O:4][CH2:5][c:6]1[cH:7][c:8]2[c:9]([s:10][c:11]([S:13]([NH2:14])(=[O:15])=[O:16])[cH:12]2)[cH:17][cH:18]1.[CH3:21][OH:22].[K+:20].[OH-:19]>>[OH:4][CH2:5][c:6]1[cH:7][c:8]2[c:9]([s:10][c:11]([S:13]([NH2:14])(=[O:15])=[O:16])[cH:12]2)[cH:17][cH:18]1.